describe an organic reaction: reactants, conditions, products, and yield From a dataset of the Open Reaction Database (ORD), a public repository of structured organic reaction records. Reactants: COC(=O)CC1Cc2ccc(OCCc3nc4ccccc4[nH]3)cc2CNC1=O, CCOC(=O)CC1Cc2ccc(OCCCNc3ccccn3)cc2CNC1=O. Yields the product O=C(O)CC1Cc2ccc(OCCc3nc4ccccc4[nH]3)cc2CNC1=O. Reaction SMILES: [n:1]1[c:2]([CH2:10][CH2:11][O:12][c:13]2[cH:14][c:15]3[c:16]([cH:28][cH:29]2)[CH2:17][CH:18]([CH2:23][C:24](=[O:25])[O:26][CH3:27])[C:19](=[O:22])[NH:20][CH2:21]3)[nH:3][c:4]2[c:5]1[cH:6][cH:7][cH:8][cH:9]2.[n:30]1[cH:31][cH:32][cH:33][cH:34][c:35]1[NH:36][CH2:37][CH2:38][CH2:39][O:40][c:41]1[cH:42][cH:43][c:44]2[c:57]([cH:58]1)[CH2:56][NH:55][C:53](=[O:54])[CH:46]([CH2:47][C:48]([O:49][CH2:50][CH3:51])=[O:52])[CH2:45]2>>[n:1]1[c:2]([CH2:10][CH2:11][O:12][c:13]2[cH:14][c:15]3[c:16]([cH:28][cH:29]2)[CH2:17][CH:18]([CH2:23][C:24](=[O:25])[OH:26])[C:19](=[O:22])[NH:20][CH2:21]3)[nH:3][c:4]2[c:5]1[cH:6][cH:7][cH:8][cH:9]2. Solvent: C(C)(=O)OCC (ethyl acetate). Product: COC=1C=C(C=CC1OC)C1=NC(=C2C=CC=NC2=C1)NCC1CC(NO1)=O ((R/S)-5-{[7-(3,4,Dimethoxy-phenyl)-[1,6]naphthyridine-5-ylamino]-methyl}-isoxazolidine-3-one). Reactants: C(C=C)NC1=C2C=CC=NC2=CC(=N1)C1=CC(=C(C=C1)OC)OC (Allyl-[7-(3,4,dimethoxy-phenyl)-[1,6]-naphthyridin-5-yl]-amine), C(O)([O-])=O.[Na+] (sodium hydrogen carbonate), BrC(=NO)Br (dibromoformaldoxime). As a reaction SMILES: [CH2:1]([NH:4][C:5]1[N:14]=[C:13]([C:15]2[CH:20]=[CH:19][C:18]([O:21][CH3:22])=[C:17]([O:23][CH3:24])[CH:16]=2)[CH:12]=[C:11]2[C:6]=1[CH:7]=[CH:8][CH:9]=[N:10]2)[CH:2]=[CH2:3].[C:25](=[O:28])([O-])O.[Na+].BrC(Br)=[N:32][OH:33]>C(OCC)(=O)C>[CH3:24][O:23][C:17]1[CH:16]=[C:15]([C:13]2[CH:12]=[C:11]3[C:6]([CH:7]=[CH:8][CH:9]=[N:10]3)=[C:5]([NH:4][CH2:1][CH:2]3[O:33][NH:32][C:25](=[O:28])[CH2:3]3)[N:14]=2)[CH:20]=[CH:19][C:18]=1[O:21][CH3:22] |f:1.2|. Procedure: 0.233 g Allyl-[7-(3,4,dimethoxy-phenyl)-[1,6]-naphthyridin-5-yl]-amine (I.35) were placed in 2.9 mL ethyl acetate at ambient temperature, then 0.265 g sodium hydrogen carbonate and 0.220 g dibromoformaldoxime were added. The reaction was stirred at ambient temperature for 21 h. After this time the reaction was poured onto water and extracted with ethyl acetate (×2). The combined organic fractions were dried with sodium sulfate and the solvent was removed from the filtrate under reduced pressure ... Conditions: time 21 hour. Reaction SMILES: [C:26]([CH2:27][CH3:28])(=[O:29])[Cl:30].[C:31](=[O:32])([OH:33])[O-:34].[CH:17]([N:18]([CH:19]([CH3:20])[CH3:21])[CH2:22][CH3:23])([CH3:24])[CH3:25].[Cl:36][CH:37]([Cl:38])[CH3:39].[NH2:1][c:2]1[cH:3][c:4]([C:9](=[O:10])[c:11]2[cH:12][n:13][cH:14][cH:15][cH:16]2)[cH:5][c:6]([Br:8])[cH:7]1.[Na+:35]>>[NH:1]([c:2]1[cH:3][c:4]([C:9](=[O:10])[c:11]2[cH:12][n:13][cH:14][cH:15][cH:16]2)[cH:5][c:6]([Br:8])[cH:7]1)[C:26]([CH2:27][CH3:28])=[O:29]. Product: CCC(=O)Nc1cc(Br)cc(C(=O)c2cccnc2)c1. Reactants: CCC(=O)Cl, O=C([O-])O, CCN(C(C)C)C(C)C, CC(Cl)Cl, Nc1cc(Br)cc(C(=O)c2cccnc2)c1, [Na+]. The reactants are C=CC1=CC=CC=C1 (Styrene), C[SiH](Cl)C (dimethylchlorosilane), Teflon, C=CC1=CC=CC=C1 (styrene), divinylsiloxane, C=CC1=CC=CC=C1 (styrene), C[SiH](Cl)C (dimethylchlorosilane), C[SiH](N(C(C)=O)C)C (N-dimethylsilyl-N-methylacetamide), C[SiH](N(C(C)=O)C)C (N-dimethylsilyl-N-methylacetamide). The reagents and catalysts are [Pt] (platinum). Run in C1(=CC=CC=C1)C (toluene). The product is C(CC1=CC=CC=C1)[Si](Cl)(C)C (phenethyldimethylchlorosilane). Yield: 4.4%. As a reaction SMILES: [CH2:1]=[CH:2][C:3]1[CH:8]=[CH:7][CH:6]=[CH:5][CH:4]=1.[CH3:9][SiH:10]([CH3:12])[Cl:11].C[SiH](C)N(C)C(=O)C>[Pt].C1(C)C=CC=CC=1>[CH2:1]([Si:10]([CH3:12])([CH3:9])[Cl:11])[CH2:2][C:3]1[CH:8]=[CH:7][CH:6]=[CH:5][CH:4]=1. Procedure details: Reaction between styrene and dimethylchlorosilane with platinum catalyst in the presence of N-dimethylsilyl-N-methylacetamide. 526 mg Styrene and 408 mg dimethylchlorosilane were introduced into a glass tube, and 1 mg of N-dimethylsilyl-N-methylacetamide was added. 2.5 mg Of a toluene solution of a 0-valent platinum complex of divinylsiloxane (0.04 wt % platinum content) were added. The tube was sealed with Teflon tape and a rubber septum and then placed in a 50° C. oil bath where it was heated ... Starting materials: ClC=1C=C2C(CN(CC2=C(C1)Cl)C)C1=CC=C(C=C1)N (4-(6,8-Dichloro-2-methyl-1,2,3,4-tetrahydro-isoquinolin-4-yl)-phenylamine), ClC=1C=C2C(CN(CC2=C(C1)Cl)C)C1=CC=C(C=C1)N (4-(6,8-Dichloro-2-methyl-1,2,3,4-tetrahydro-isoquinolin-4-yl)-phenylamine), N(=C=S)CC (isothiocyanato-ethane). The solvent is O1CCCC1 (tetrahydrofurane). Reaction conditions: time 2 hour. Product: Cl.ClC=1C=C2C(CN(CC2=C(C1)Cl)C)C1=CC=C(C=C1)NC(=S)NCC (1-[4-(6,8-Dichloro-2-methyl-1,2,3,4-tetrahydro-isoquinolin-4-yl)-phenyl]-3-ethyl-thiourea-Hydrochloride salt). The yield is 94.1%. RXN SMILES: [Cl:1][C:2]1[CH:3]=[C:4]2[C:9](=[C:10]([Cl:12])[CH:11]=1)[CH2:8][N:7]([CH3:13])[CH2:6][CH:5]2[C:14]1[CH:19]=[CH:18][C:17]([NH2:20])=[CH:16][CH:15]=1.[N:21]([CH2:24][CH3:25])=[C:22]=[S:23]>O1CCCC1>[ClH:1].[Cl:1][C:2]1[CH:3]=[C:4]2[C:9](=[C:10]([Cl:12])[CH:11]=1)[CH2:8][N:7]([CH3:13])[CH2:6][CH:5]2[C:14]1[CH:19]=[CH:18][C:17]([NH:20][C:22]([NH:21][CH2:24][CH3:25])=[S:23])=[CH:16][CH:15]=1 |f:3.4|. Procedure details: 4-(6,8-Dichloro-2-methyl-1,2,3,4-tetrahydro-isoquinolin-4-yl)-phenylamine (50 mg, example 17, intermediate 1) was dissolved in tetrahydrofurane (4 ml) and isothiocyanato-ethane (14 mg) was added to the stirred solution. After 2 h at reflux temperature the solution was concentrated and the residue kept for 2 h at 85° C. The crude product was purified by preparative HPLC. The product containing fractions were combined and the acetonitrile was removed in vaccuo. After addition of potassium carbonat... The reactants are COC(=O)C1=NC=C(C(=C1)O)OCC1=CC=CC=C1 (2-methoxycarbonyl-4-hydroxy-5-benzyloxypyridine), CN1CCNCC1 (N-methylpiperazine). The solvent is C(Cl)(Cl)Cl (chloroform), CO (methanol). Conditions: temperature 100 celsius. Yields the product CN1CCN(CC1)C(=O)C1=NC=C(C(=C1)O)OCC1=CC=CC=C1 (1-methyl-4-(4-hydroxy-5-benzyloxy-2-pyridylcarbonyl)piperazine). The yield is 17.4%. Reaction SMILES: CO[C:3]([C:5]1[CH:10]=[C:9]([OH:11])[C:8]([O:12][CH2:13][C:14]2[CH:19]=[CH:18][CH:17]=[CH:16][CH:15]=2)=[CH:7][N:6]=1)=[O:4].[CH3:20][N:21]1[CH2:26][CH2:25][NH:24][CH2:23][CH2:22]1>C(Cl)(Cl)Cl.CO>[CH3:20][N:21]1[CH2:26][CH2:25][N:24]([C:3]([C:5]2[CH:10]=[C:9]([OH:11])[C:8]([O:12][CH2:13][C:14]3[CH:15]=[CH:16][CH:17]=[CH:18][CH:19]=3)=[CH:7][N:6]=2)=[O:4])[CH2:23][CH2:22]1. Reported procedure: To a suspension of 2-methoxycarbonyl-4-hydroxy-5-benzyloxypyridine (18.15 g) in N-methylpiperazine (21.04 g) was heated to 100° C. for 3.5 hours. The resulting viscous solution was cooled to room temperature, diluted with a mixture of chloroform (270 ml) and methanol (30 ml) and subjected to column chromatography on silica gel (800 g). The eluate was evaporated in vacuo and the residue was purified by column chromatography on silica gel (600 g). The pure fractions were evaporated in vacuo and th... The reactants are CC(C)C[Al+]CC(C)C, CO, ClCCl, Cl, C[Si](C)(C)CCOCn1ccc2c(-c3cnn(C(CC#N)C(F)(F)F)c3)ncnc21, [H-], O. Product: C[Si](C)(C)CCOCn1ccc2c(-c3cnn(C(CC=O)C(F)(F)F)c3)ncnc21. RXN SMILES: [CH2:32]([Al+:33][CH2:34][CH:35]([CH3:36])[CH3:37])[CH:38]([CH3:39])[CH3:40].[CH3:41][OH:42].[Cl:44][CH2:45][Cl:46].[ClH:43].[F:1][C:2]([CH:3]([CH2:4][C:5]#[N:6])[n:7]1[n:8][cH:9][c:10](-[c:12]2[c:13]3[c:14]([n:15][cH:16][n:17]2)[n:18]([CH2:21][O:22][CH2:23][CH2:24][Si:25]([CH3:26])([CH3:27])[CH3:28])[cH:19][cH:20]3)[cH:11]1)([F:29])[F:30].[H-:31].[OH2:47]>>[F:1][C:2]([CH:3]([CH2:4][CH:5]=[O:42])[n:7]1[n:8][cH:9][c:10](-[c:12]2[c:13]3[c:14]([n:15][cH:16][n:17]2)[n:18]([CH2:21][O:22][CH2:23][CH2:24][Si:25]([CH3:26])([CH3:27])[CH3:28])[cH:19][cH:20]3)[cH:11]1)([F:29])[F:30].